This data is from the Open Reaction Database (ORD), a public repository of structured organic reaction records. The task is: describe an organic reaction: reactants, conditions, products, and yield Starting materials: NC(=S)N (thiourea), C([O-])(O)=O.[Na+] (sodium bicarbonate), C(N)(=O)OCC=1CS[C@H]2N(C1C(=O)O)C(C2NC(CC(CBr)=O)=O)=O (3-carbamoyloxymethyl-7-(3-oxo-4-bromobutyramido)-3-cephem-4-carboxylic acid). Run in O1CCCC1 (tetrahydrofuran), O (water). Product: C(N)(=O)OCC=1CS[C@H]2N(C1C(=O)O)C(C2NC(CC=2N=C(SC2)N)=O)=O (3-carbamoyloxymethyl-7-(2-aminothiazol-4-yl)acetamido-3-cephem-4-carboxylic acid). Yield: 92.1%. As a reaction SMILES: [NH2:1][C:2]([NH2:4])=[S:3].C(=O)(O)[O-].[Na+].[C:10]([O:13][CH2:14][C:15]1[CH2:16][S:17][C@@H:18]2[CH:25]([NH:26][C:27](=[O:33])[CH2:28][C:29](=O)[CH2:30]Br)[C:24](=[O:34])[N:19]2[C:20]=1[C:21]([OH:23])=[O:22])(=[O:12])[NH2:11]>O1CCCC1.O>[C:10]([O:13][CH2:14][C:15]1[CH2:16][S:17][C@@H:18]2[CH:25]([NH:26][C:27](=[O:33])[CH2:28][C:29]3[N:1]=[C:2]([NH2:4])[S:3][CH:30]=3)[C:24](=[O:34])[N:19]2[C:20]=1[C:21]([OH:23])=[O:22])(=[O:12])[NH2:11] |f:1.2|. Procedure: To a solution of thiourea (0.103 g.) and sodium bicarbonate (0.11 g.) in a mixture of tetrahydrofuran (1.3 ml.) and water (1.3 ml.) was gradually added 3-carbamoyloxymethyl-7-(3-oxo-4-bromobutyramido)-3-cephem-4-carboxylic acid (0.55 g.) with stirring at room temperature, and then the resulting solution was stirred for 40 minutes at room temperature. After the reaction, the precipitated crystals were collected by filtration with suction, washed with water, tetrahydrofuran and water in turn, and ... Reactants: C(C)(C)(C)OC(=O)N[C@H](C(=O)OC(C)(C)C)CC=O (tert-Butyl (S)-2-[(tert-butoxycarbonyl)amino]-4-oxobutanoate), C(C)OP(=O)(OCC)C(C(=O)OCC)CCCF (ethyl 2-(diethoxyphosphoryl)-5-fluoropentanoate), [H-].[Na+] (sodium hydride). Run in C1CCOC1 (THF), C1CCOC1 (THF), C1CCOC1 (THF). Reaction conditions: temperature 0 celsius, time 90 minute. The product is C(C)(C)(C)OC(=O)N[C@@H](C/C=C(/C(=O)OCC)\CCCF)C(=O)OC(C)(C)C (6-tert-Butyl 1-ethyl (E)-(S)-5-[(tert-butoxycarbonyl)amino]-2-(3-fluoropropyl)hex-2-ene-dioate), C(C)(C)(C)OC(=O)N[C@@H](C\C=C(/C(=O)OCC)\CCCF)C(=O)OC(C)(C)C (6-tert-Butyl 1-ethyl (Z)—(S)-5-[(tert-butoxycarbonyl)amino]-2-(3-fluoropropyl)hex-2-enedioate). Reaction SMILES: C(OP([CH:9]([CH2:15][CH2:16][CH2:17][F:18])[C:10]([O:12][CH2:13][CH3:14])=[O:11])(OCC)=O)C.[H-].[Na+].[C:21]([O:25][C:26]([NH:28][C@@H:29]([CH2:37][CH:38]=O)[C:30]([O:32][C:33]([CH3:36])([CH3:35])[CH3:34])=[O:31])=[O:27])([CH3:24])([CH3:23])[CH3:22]>C1COCC1>[C:21]([O:25][C:26]([NH:28][C@H:29]([C:30]([O:32][C:33]([CH3:34])([CH3:36])[CH3:35])=[O:31])[CH2:37]/[CH:38]=[C:9](\[CH2:15][CH2:16][CH2:17][F:18])/[C:10]([O:12][CH2:13][CH3:14])=[O:11])=[O:27])([CH3:24])([CH3:22])[CH3:23].[C:21]([O:25][C:26]([NH:28][C@H:29]([C:30]([O:32][C:33]([CH3:34])([CH3:36])[CH3:35])=[O:31])[CH2:37]/[CH:38]=[C:9](/[CH2:15][CH2:16][CH2:17][F:18])\[C:10]([O:12][CH2:13][CH3:14])=[O:11])=[O:27])([CH3:24])([CH3:22])[CH3:23] |f:1.2|. Procedure: A solution of ethyl 2-(diethoxyphosphoryl)-5-fluoropentanoate (1.30 g, 4.12 mmol) in dry THF (15 mL) was added dropwise at 0° C. to a solution of sodium hydride (0.20 g, 60% on mineral oil, 4.94 mmol) in dry THF (35 mL). After stirring for 15 min tert-Butyl (S)-2-[(tert-butoxycarbonyl)amino]-4-oxobutanoate (1.13 g, 4.12 mmol) was added as a solution in dry THF (15 mL) dropwise to the reaction mixture. After stirring for 90 min at 0° C. the reaction was quenched by addition of saturated sodium bi... Reactants: C1(=CC=CC=C1)C(C1=CC=CC=C1)OC(=O)C1=C(CS([C@H]2N1C([C@H]2NC(\C(=N/OC(C2=CC=CC=C2)(C2=CC=CC=C2)C2=CC=CC=C2)\C=2N=C(SC2)NC(=O)OC(C)(C)C)=O)=O)=O)SCSC=2N=NN(N2)C (7β-[(Z)-2-(2-t-butoxycarbonylaminothiazol-4-yl)-2-trityloxyiminoacetylamino]-3-(2-methyltetrazol-5-yl thiomethylthio)-3-cephem-4-carboxylic acid diphenylmethyl ester 1-oxide), P(Cl)(Cl)Cl (phosphorus trichloride), C(O)([O-])=O.[Na+] (sodium hydrogen carbonate), C(C)(=O)OCC (ethyl acetate). Run in CN(C=O)C (dimethylformamide). Run at time 20 minute. Product: C1(=CC=CC=C1)C(C1=CC=CC=C1)OC(=O)C1=C(CS[C@H]2N1C([C@H]2NC(\C(=N/OC(C2=CC=CC=C2)(C2=CC=CC=C2)C2=CC=CC=C2)\C=2N=C(SC2)NC(=O)OC(C)(C)C)=O)=O)SCSC=2N=NN(N2)C (7β-[(Z)-2-(2-t-butoxycarbonylaminothiazol-4-yl)-2-trityloxyiminoacetylamino]-3-(2-methyltetrazol-5-ylthiomethylthio)-3-cephem-4-carboxylic acid diphenylmethyl ester). Isolated yield 88.2%. As a reaction SMILES: [C:1]1([CH:7]([O:14][C:15]([C:17]2[N:22]3[C:23](=[O:63])[C@@H:24]([NH:25][C:26](=[O:62])/[C:27](/[C:49]4[N:50]=[C:51]([NH:54][C:55]([O:57][C:58]([CH3:61])([CH3:60])[CH3:59])=[O:56])[S:52][CH:53]=4)=[N:28]\[O:29][C:30]([C:43]4[CH:48]=[CH:47][CH:46]=[CH:45][CH:44]=4)([C:37]4[CH:42]=[CH:41][CH:40]=[CH:39][CH:38]=4)[C:31]4[CH:36]=[CH:35][CH:34]=[CH:33][CH:32]=4)[C@H:21]3[S:20](=O)[CH2:19][C:18]=2[S:65][CH2:66][S:67][C:68]2[N:69]=[N:70][N:71]([CH3:73])[N:72]=2)=[O:16])[C:8]2[CH:13]=[CH:12][CH:11]=[CH:10][CH:9]=2)[CH:6]=[CH:5][CH:4]=[CH:3][CH:2]=1.P(Cl)(Cl)Cl.C(=O)([O-])O.[Na+].C(OCC)(=O)C>CN(C)C=O>[C:1]1([CH:7]([O:14][C:15]([C:17]2[N:22]3[C:23](=[O:63])[C@@H:24]([NH:25][C:26](=[O:62])/[C:27](/[C:49]4[N:50]=[C:51]([NH:54][C:55]([O:57][C:58]([CH3:61])([CH3:60])[CH3:59])=[O:56])[S:52][CH:53]=4)=[N:28]\[O:29][C:30]([C:37]4[CH:42]=[CH:41][CH:40]=[CH:39][CH:38]=4)([C:43]4[CH:48]=[CH:47][CH:46]=[CH:45][CH:44]=4)[C:31]4[CH:32]=[CH:33][CH:34]=[CH:35][CH:36]=4)[C@H:21]3[S:20][CH2:19][C:18]=2[S:65][CH2:66][S:67][C:68]2[N:69]=[N:70][N:71]([CH3:73])[N:72]=2)=[O:16])[C:8]2[CH:13]=[CH:12][CH:11]=[CH:10][CH:9]=2)[CH:2]=[CH:3][CH:4]=[CH:5][CH:6]=1 |f:2.3|. Procedure: To a solution of 7β-[(Z)-2-(2-t-butoxycarbonylaminothiazol-4-yl)-2-trityloxyiminoacetylamino]-3-(2-methyltetrazol-5-yl thiomethylthio)-3-cephem-4-carboxylic acid diphenylmethyl ester 1-oxide (1.38 g: 1.31 mMol.) in dimethylformamide (15 ml) at -20° C. is added phosphorus trichloride (0.33 ml: 3.28 mMol.), and the mixture is stirred at the same temperature for 20 minutes. The reaction mixture is poured into cold two layers of aqueous sodium hydrogen carbonate and ethyl acetate and stirred. The or... Starting materials: Cc1ccccc1, CCOC(=O)C=[N+]=[N-], C=Cc1cnc(N)c(-c2nnc(-c3ccccc3)o2)n1. Product: CCOC(=O)C1CC1c1cnc(N)c(-c2nnc(-c3ccccc3)o2)n1. Reaction SMILES: [CH3:29][c:30]1[cH:31][cH:32][cH:33][cH:34][cH:35]1.[N+:21](=[N-:22])=[CH:23][C:24](=[O:25])[O:26][CH2:27][CH3:28].[c:1]1(-[c:7]2[n:8][n:9][c:10](-[c:12]3[c:13]([NH2:20])[n:14][cH:15][c:16]([CH:18]=[CH2:19])[n:17]3)[o:11]2)[cH:2][cH:3][cH:4][cH:5][cH:6]1>>[c:1]1(-[c:7]2[n:8][n:9][c:10](-[c:12]3[c:13]([NH2:20])[n:14][cH:15][c:16]([CH:18]4[CH2:19][CH:23]4[C:24](=[O:25])[O:26][CH2:27][CH3:28])[n:17]3)[o:11]2)[cH:2][cH:3][cH:4][cH:5][cH:6]1. The reactants are C1CCOC1, CC(C)(C)OC(=O)NN=C(CO)CO. Yields the product CC(C)(C)OC(=O)NNC(CO)CO. Reaction SMILES: [CH2:15]1[O:16][CH2:17][CH2:18][CH2:19]1.[OH:1][CH2:2][C:3]([CH2:4][OH:5])=[N:6][NH:7][C:8](=[O:9])[O:10][C:11]([CH3:12])([CH3:13])[CH3:14]>>[OH:1][CH2:2][CH:3]([CH2:4][OH:5])[NH:6][NH:7][C:8](=[O:9])[O:10][C:11]([CH3:12])([CH3:13])[CH3:14]. Reactants: S=C=Nc1ccccc1Cl, NNC(=O)c1cccc(NC(=O)c2cccc(C(F)(F)F)c2)c1, C1CCOC1. Yields the product O=C(NNC(=S)Nc1ccccc1Cl)c1cccc(NC(=O)c2cccc(C(F)(F)F)c2)c1. RXN SMILES: [Cl:24][c:25]1[c:26]([N:31]=[C:32]=[S:33])[cH:27][cH:28][cH:29][cH:30]1.[F:1][C:2]([c:3]1[cH:4][c:5]([C:6](=[O:7])[NH:8][c:9]2[cH:10][c:11]([C:12](=[O:13])[NH:14][NH2:15])[cH:16][cH:17][cH:18]2)[cH:19][cH:20][cH:21]1)([F:22])[F:23].[O:34]1[CH2:35][CH2:36][CH2:37][CH2:38]1>>[F:1][C:2]([c:3]1[cH:4][c:5]([C:6](=[O:7])[NH:8][c:9]2[cH:10][c:11]([C:12](=[O:13])[NH:14][NH:15][C:32]([NH:31][c:26]3[c:25]([Cl:24])[cH:30][cH:29][cH:28][cH:27]3)=[S:33])[cH:16][cH:17][cH:18]2)[cH:19][cH:20][cH:21]1)([F:22])[F:23]. The reactants are CCOC(=O)C(CC(=O)c1ccc2cc(OC)ccc2c1)C(=O)c1ccccc1, Cl, [Na+], C1CCOC1, [OH-]. The product is COc1ccc2cc(C(=O)CCC(=O)c3ccccc3)ccc2c1. Reaction SMILES: [C:1]([c:2]1[cH:3][cH:4][cH:5][cH:6][cH:7]1)(=[O:8])[CH:9]([C:10]([O:11][CH2:12][CH3:13])=[O:14])[CH2:15][C:16](=[O:17])[c:18]1[cH:19][c:20]2[cH:21][cH:22][c:23]([O:28][CH3:29])[cH:24][c:25]2[cH:26][cH:27]1.[ClH:32].[Na+:31].[O:33]1[CH2:34][CH2:35][CH2:36][CH2:37]1.[OH-:30]>>[C:1]([c:2]1[cH:3][cH:4][cH:5][cH:6][cH:7]1)(=[O:8])[CH2:9][CH2:15][C:16](=[O:17])[c:18]1[cH:19][c:20]2[cH:21][cH:22][c:23]([O:28][CH3:29])[cH:24][c:25]2[cH:26][cH:27]1. The reactants are N(=[N+]=[N-])C1C2CCOC(N2C1=O)(C)C (7-Azido-8-oxo-2,2-dimethyl-3-oxa-1-azabicyclo[4.2.0]-octane), O (H2O). The solvent is FC(C(=O)O)(F)F (trifluoroacetic acid). The product is N(=[N+]=[N-])C1C(NC1CCO)=O (3-azido-4-(2-hydroxyethyl)-azetidin-2-one). RXN SMILES: [N:1]([CH:4]1[C:11](=[O:12])[N:10]2[CH:5]1[CH2:6][CH2:7][O:8]C2(C)C)=[N+:2]=[N-:3].O>FC(F)(F)C(O)=O>[N:1]([CH:4]1[CH:5]([CH2:6][CH2:7][OH:8])[NH:10][C:11]1=[O:12])=[N+:2]=[N-:3]. Procedure details: 7-Azido-8-oxo-2,2-dimethyl-3-oxa-1-azabicyclo[4.2.0]-octane (0.2 mol) is dissolved in 2:1 trifluoroacetic acid --H2O (200 ml) and the solution is kept at room temperature (25° C.) for 10 minutes. The solution is concentration under vacuum to a syrup which is taken up in ethylacetate, washed with 5% sodium bicarbonate and brine, dried with sodium sulfate, and filtered. Evaporation of the solvent provides 3-azido-4-(2-hydroxyethyl)-azetidin-2-one. Starting materials: crude crystals, BrCC1=NN(C=2N=C(C=3C=C(C=CC3C21)F)OCOC)C (1-bromomethyl-7-fluoro-5-methoxymethoxy-3-methyl-3H-pyrazolo[3,4-c]isoquinoline), N1CCCCC1 (piperidine), C([O-])([O-])=O.[K+].[K+] (potassium carbonate), O (water). Solvent: C(C)#N (acetonitrile). Conditions: time 2 day. The product is FC=1C=CC=2C3=C(NC(C2C1)=O)N(N=C3CN3CCCC3)C (7-fluoro-3-methyl-1-(pyrrolidin-1-ylmethyl)-3H-pyrazolo[3,4-c]isoquinolin-5(4H)-one). Reaction SMILES: Br[CH2:2][C:3]1[C:15]2[C:14]3[CH:13]=[CH:12][C:11]([F:16])=[CH:10][C:9]=3[C:8]([O:17]COC)=[N:7][C:6]=2[N:5]([CH3:21])[N:4]=1.[NH:22]1[CH2:27][CH2:26][CH2:25][CH2:24]C1.C(=O)([O-])[O-].[K+].[K+].O>C(#N)C>[F:16][C:11]1[CH:12]=[CH:13][C:14]2[C:15]3[C:3]([CH2:2][N:22]4[CH2:24][CH2:25][CH2:26][CH2:27]4)=[N:4][N:5]([CH3:21])[C:6]=3[NH:7][C:8](=[O:17])[C:9]=2[CH:10]=1 |f:2.3.4|. Procedure details: After the completion of the reaction, the reaction solution was allowed to cool to room temperature, and the precipitated solid was removed by filtration. The filtrate was concentrated, and the residue was filtrated using silica gel (hexane:ethyl acetate=2:1). The filtrate was concentrated to give 1-bromomethyl-7-fluoro-5-methoxymethoxy-3-methyl-3H-pyrazolo[3,4-c]isoquinoline (0.50 g) as crude crystals. The crude crystals (0.50 g) of 1-bromomethyl-7-fluoro-5-methoxymethoxy-3-methyl-3H-pyrazolo[3...